From a dataset of the Open Reaction Database (ORD), a public repository of structured organic reaction records. describe an organic reaction: reactants, conditions, products, and yield Starting materials: C(C1=CC=CC=C1)N1C[C@H]([C@@H](C1)C)C=1NC(C2=C(N1)N(N=C2)C2CCCC2)=O (6-[(3S,4S)-1-benzyl-4-methylpyrrolidin-3-yl]-1-cyclopentyl-1,5-dihydro-4H-pyrazolo[3,4-d]pyrimidin-4-one), Cl (HCl). Reagents/catalysts: [OH-].[Pd+2].[OH-] (palladium hydroxide). Run in C(C)O (ethanol). Run at time 4 hour. Product: C1(CCCC1)N1N=CC2=C1N=C(NC2=O)[C@@H]2CNC[C@H]2C (1-cyclopentyl-6-[(3S,4S)-4-methylpyrrolidin-3-yl]-1H-pyrazolo[3,4-d]pyrimidin-4(5H)-one), Cl (HCl). As a reaction SMILES: C([N:8]1[CH2:12][C@@H:11]([CH3:13])[C@H:10]([C:14]2[NH:15][C:16](=[O:28])[C:17]3[CH:22]=[N:21][N:20]([CH:23]4[CH2:27][CH2:26][CH2:25][CH2:24]4)[C:18]=3[N:19]=2)[CH2:9]1)C1C=CC=CC=1.[ClH:29]>C(O)C.[OH-].[Pd+2].[OH-]>[CH:23]1([N:20]2[C:18]3[N:19]=[C:14]([C@H:10]4[C@H:11]([CH3:13])[CH2:12][NH:8][CH2:9]4)[NH:15][C:16](=[O:28])[C:17]=3[CH:22]=[N:21]2)[CH2:27][CH2:26][CH2:25][CH2:24]1.[ClH:29] |f:3.4.5|. Procedure details: A solution of 6-[(3S,4S)-1-benzyl-4-methylpyrrolidin-3-yl]-1-cyclopentyl-1,5-dihydro-4H-pyrazolo[3,4-d]pyrimidin-4-one (9.25 g) in ethanol 100 mL was added to a Parr bottle. 2 mL of concentrated HCl followed by 3 g of palladium hydroxide was added. The reaction mixture was placed on a hydrogenator under 45 psi of H2 gas for 4 h. The reaction mixture was filtered through Celite and concentrated to provide the title compound as an HCl salt. 400 MHz 1H NMR (CDCl3) δ 8.00 (s, 1H), 5.14-5.10 (m, 1H),... Starting materials: [Br-], ClCCl, CNC, COc1ccc(-n2nc(C(F)(F)F)c3c2C(=O)N(CCCO)CC3)cc1, BrP(Br)Br. Yields the product COc1ccc(-n2nc(C(F)(F)F)c3c2C(=O)N(CCCN(C)C)CC3)cc1. RXN SMILES: [Br-:31].[CH2:35]([Cl:36])[Cl:37].[CH3:32][NH:33][CH3:34].[OH:1][CH2:2][CH2:3][CH2:4][N:5]1[C:6](=[O:26])[c:7]2[c:8]([c:11]([C:22]([F:23])([F:24])[F:25])[n:12][n:13]2-[c:14]2[cH:15][cH:16][c:17]([O:20][CH3:21])[cH:18][cH:19]2)[CH2:9][CH2:10]1.[P:27]([Br:28])([Br:29])[Br:30]>>[CH2:2]([CH2:3][CH2:4][N:5]1[C:6](=[O:26])[c:7]2[c:8]([c:11]([C:22]([F:23])([F:24])[F:25])[n:12][n:13]2-[c:14]2[cH:15][cH:16][c:17]([O:20][CH3:21])[cH:18][cH:19]2)[CH2:9][CH2:10]1)[N:33]([CH3:32])[CH3:34]. Starting materials: CC(C)(C)[O-], Fc1ccc(-n2ncnc2-c2cc3c(s2)-c2nc(Cl)ccc2OCC3)c(F)c1, FC(F)(F)CN1CCNCC1, CC(=O)[O-], CC(=O)[O-], C1COCCO1, [Pd+2]. Product: Fc1ccc(-n2ncnc2-c2cc3c(s2)-c2nc(N4CCN(CC(F)(F)F)CC4)ccc2OCC3)c(F)c1. Reaction SMILES: [CH3:40][C:41]([CH3:42])([O-:43])[CH3:44].[Cl:1][c:2]1[cH:3][cH:4][c:5]2[c:6]([n:28]1)-[c:7]1[s:8][c:9](-[c:15]3[n:16](-[c:20]4[c:21]([F:27])[cH:22][c:23]([F:26])[cH:24][cH:25]4)[n:17][cH:18][n:19]3)[cH:10][c:11]1[CH2:12][CH2:13][O:14]2.[F:29][C:30]([CH2:31][N:32]1[CH2:33][CH2:34][NH:35][CH2:36][CH2:37]1)([F:38])[F:39].[O-:52][C:53]([CH3:54])=[O:55].[O-:56][C:57]([CH3:58])=[O:59].[O:45]1[CH2:46][CH2:47][O:48][CH2:49][CH2:50]1.[Pd+2:51]>>[c:2]1([N:35]2[CH2:34][CH2:33][N:32]([CH2:31][C:30]([F:29])([F:38])[F:39])[CH2:37][CH2:36]2)[cH:3][cH:4][c:5]2[c:6]([n:28]1)-[c:7]1[s:8][c:9](-[c:15]3[n:16](-[c:20]4[c:21]([F:27])[cH:22][c:23]([F:26])[cH:24][cH:25]4)[n:17][cH:18][n:19]3)[cH:10][c:11]1[CH2:12][CH2:13][O:14]2. Reactants: CC(C)C(C)(C#N)NC(=O)c1ncc(CCl)cc1C(=O)O, Cc1ccccc1, O, O=S(=O)(O)O. Product: CC(C)C(C)(NC(=O)c1ncc(CCl)cc1C(=O)O)C(N)=O. RXN SMILES: [C:1](#[N:2])[C:3]([CH:4]([CH3:5])[CH3:6])([CH3:7])[NH:8][C:9](=[O:10])[c:11]1[c:12]([C:13](=[O:14])[OH:15])[cH:16][c:17]([CH2:20][Cl:21])[cH:18][n:19]1.[CH3:28][c:29]1[cH:30][cH:31][cH:32][cH:33][cH:34]1.[OH2:27].[S:22]([OH:23])(=[O:24])(=[O:25])[OH:26]>>[C:1]([NH2:2])([C:3]([CH:4]([CH3:5])[CH3:6])([CH3:7])[NH:8][C:9](=[O:10])[c:11]1[c:12]([C:13](=[O:14])[OH:15])[cH:16][c:17]([CH2:20][Cl:21])[cH:18][n:19]1)=[O:23]. Starting materials: BrCCCBr (1,3-dibromopropane), OC1=CC=C(C=O)C=C1 (4-hydroxybenzaldehyde), [H-].[Na+] (sodium hydride), O (water). The solvent is CN(C)C=O (DMF), CN(C)C=O (DMF), CN(C)C=O (DMF). Reaction conditions: time 30 minute. The product is BrCCCOC1=CC=C(C=O)C=C1 (4-(3-bromopropyloxy)benzaldehyde). The yield is 52.8%. Reaction SMILES: [OH:1][C:2]1[CH:9]=[CH:8][C:5]([CH:6]=[O:7])=[CH:4][CH:3]=1.[H-].[Na+].[Br:12][CH2:13][CH2:14][CH2:15]Br.O>CN(C=O)C>[Br:12][CH2:13][CH2:14][CH2:15][O:1][C:2]1[CH:9]=[CH:8][C:5]([CH:6]=[O:7])=[CH:4][CH:3]=1 |f:1.2|. Reported procedure: A solution of 4-hydroxybenzaldehyde (3.7 g, 30 mmol) in DMF (10 ml) was added cautiously to a stirred solution of sodium hydride (60% in oil, 1.44 g) in DMF (80 ml). After 30 min., 1,3-dibromopropane (9.2 ml, 90 mmol) in DMF (10 ml) was added dropwise, the mixture stirred for 16 h, poured into water, extracted twice with ethyl acetate, and the combined extracts washed with water and saturated aqueous sodium chloride, dried over sodium sulphate and evaporated. The residue was purified by flash ch... Reactants: O=C(Cl)Cl, CC(C)O, COC(=O)N(Cc1cc(C(F)(F)F)cc(C(F)(F)F)c1)C1CC(C2CC2)N(C(=O)O)c2c(Br)cc(C(F)(F)F)cc21. The product is COC(=O)N(Cc1cc(C(F)(F)F)cc(C(F)(F)F)c1)C1CC(C2CC2)N(C(=O)OC(C)C)c2c(Br)cc(C(F)(F)F)cc21. RXN SMILES: [C:1]([Cl:2])([Cl:3])=[O:4].[CH:46]([CH3:47])([CH3:48])[OH:49].[F:5][C:6]([c:7]1[cH:8][c:9]([CH2:10][N:11]([CH:12]2[CH2:13][CH:14]([CH:30]3[CH2:31][CH2:32]3)[N:15]([C:27](=[O:28])[OH:29])[c:16]3[c:17]([Br:26])[cH:18][c:19]([C:22]([F:23])([F:24])[F:25])[cH:20][c:21]32)[C:33](=[O:34])[O:35][CH3:36])[cH:37][c:38]([C:40]([F:41])([F:42])[F:43])[cH:39]1)([F:44])[F:45]>>[F:5][C:6]([c:7]1[cH:8][c:9]([CH2:10][N:11]([CH:12]2[CH2:13][CH:14]([CH:30]3[CH2:31][CH2:32]3)[N:15]([C:27]([O:28][CH:46]([CH3:47])[CH3:48])=[O:29])[c:16]3[c:17]([Br:26])[cH:18][c:19]([C:22]([F:23])([F:24])[F:25])[cH:20][c:21]32)[C:33](=[O:34])[O:35][CH3:36])[cH:37][c:38]([C:40]([F:41])([F:42])[F:43])[cH:39]1)([F:44])[F:45]. Reactants: C1CNCCN1, CN(C)C=O, CCc1nn2c(Cl)cc(C)nc2c1S(=O)(=O)c1ccccc1. Product: CCc1nn2c(N3CCNCC3)cc(C)nc2c1S(=O)(=O)c1ccccc1. Reaction SMILES: [CH2:1]1[CH2:2][NH:3][CH2:4][CH2:5][NH:6]1.[O:29]=[CH:30][N:31]([CH3:32])[CH3:33].[c:7]1([S:13](=[O:14])(=[O:15])[c:16]2[c:17]([CH2:27][CH3:28])[n:18][n:19]3[c:20]2[n:21][c:22]([CH3:26])[cH:23][c:24]3[Cl:25])[cH:8][cH:9][cH:10][cH:11][cH:12]1>>[CH2:1]1[CH2:2][N:3]([c:24]2[n:19]3[n:18][c:17]([CH2:27][CH3:28])[c:16]([S:13]([c:7]4[cH:8][cH:9][cH:10][cH:11][cH:12]4)(=[O:14])=[O:15])[c:20]3[n:21][c:22]([CH3:26])[cH:23]2)[CH2:4][CH2:5][NH:6]1. The reactants are C(C)OC(CC(=O)C=CC)=O (ethylideneacetoacetic acid ethyl ester), C(C)OC(C=C(N)N1CCCC1)=O (3-pyrrolidino-3-aminoacrylic acid ethyl ester), C(C)O (ethanol). Product: C(C)OC(=O)C1=C(N=C(C(C1C)C(=O)OCC)C)N1CCCC1 (2-pyrrolidino-4,6-dimethyl-4,5-dihydropyridine-3,5-dicarboxylic acid diethyl ester). The yield is 42.0%. RXN SMILES: [CH2:1]([O:3][C:4](=[O:11])[CH2:5][C:6]([CH:8]=CC)=O)[CH3:2].[CH2:12]([O:14][C:15](=[O:24])[CH:16]=[C:17]([N:19]1[CH2:23][CH2:22][CH2:21][CH2:20]1)[NH2:18])[CH3:13].[CH2:25](O)[CH3:26]>>[CH2:12]([O:14][C:15]([C:16]1[CH:6]([CH3:8])[CH:5]([C:4]([O:3][CH2:1][CH3:2])=[O:11])[C:25]([CH3:26])=[N:18][C:17]=1[N:19]1[CH2:23][CH2:22][CH2:21][CH2:20]1)=[O:24])[CH3:13]. Reported procedure: Boiling a solution of 7.8 g of ethylideneacetoacetic acid ethyl ester and 9.2 g of 3-pyrrolidino-3-aminoacrylic acid ethyl ester in 100 ml of ethanol for 2 hours and distilling the residue yields 2-pyrrolidino-4,6-dimethyl-4,5-dihydropyridine-3,5-dicarboxylic acid diethyl ester of boiling point (1.5 mm. Hg : 199° - 204°C). Yield: 42% of theory. Run at time 18 hour. Yields the product C(C)(=O)NC1=CC=C(C(=N1)C=1C=CC(=C(C(=O)NC2=CC(=NN2C2=CC=CC=C2)C(=O)N)C1)Cl)F (5-(5-(6-acetamido-3-fluoropyridin-2-yl)-2-chlorobenzamido)-1-phenyl-1H-pyrazole-3-carboxamide). Procedure: To a solution of 5-(5-(6-amino-3-fluoropyridin-2-yl)-2-chlorobenzamido)-1-phenyl-1H-pyrazole-3-carboxamide (Preparation 1, 23 mg, 0.05 mmol) in acetic acid (2 mL) was added acetic anhydride (0.5 mL) and the reaction was stirred at room temperature for 18 hours. The reaction was poured into water (50 mL) and basified by the addition of solid potassium carbonate. The aqueous solution was extracted with ethyl acetate (50 mL) and the organic layer was washed with brine (50 mL), dried over magnesium ... Starting materials: NC1=CC=C(C(=N1)C=1C=CC(=C(C(=O)NC2=CC(=NN2C2=CC=CC=C2)C(=O)N)C1)Cl)F (5-(5-(6-amino-3-fluoropyridin-2-yl)-2-chlorobenzamido)-1-phenyl-1H-pyrazole-3-carboxamide), C(C)(=O)OC(C)=O (acetic anhydride), C([O-])([O-])=O.[K+].[K+] (potassium carbonate), O (water). Isolated yield 40.0%. Reaction SMILES: [NH2:1][C:2]1[N:7]=[C:6]([C:8]2[CH:9]=[CH:10][C:11]([Cl:31])=[C:12]([CH:30]=2)[C:13]([NH:15][C:16]2[N:20]([C:21]3[CH:26]=[CH:25][CH:24]=[CH:23][CH:22]=3)[N:19]=[C:18]([C:27]([NH2:29])=[O:28])[CH:17]=2)=[O:14])[C:5]([F:32])=[CH:4][CH:3]=1.[C:33](OC(=O)C)(=[O:35])[CH3:34].O.C(=O)([O-])[O-].[K+].[K+]>C(O)(=O)C>[C:33]([NH:1][C:2]1[N:7]=[C:6]([C:8]2[CH:9]=[CH:10][C:11]([Cl:31])=[C:12]([CH:30]=2)[C:13]([NH:15][C:16]2[N:20]([C:21]3[CH:26]=[CH:25][CH:24]=[CH:23][CH:22]=3)[N:19]=[C:18]([C:27]([NH2:29])=[O:28])[CH:17]=2)=[O:14])[C:5]([F:32])=[CH:4][CH:3]=1)(=[O:35])[CH3:34] |f:3.4.5|. Solvent: C(C)(=O)O (acetic acid). The reactants are CC(=O)Nc1nc(C)c(-c2ccc(S(=O)(=O)Cl)cc2)s1, CCOCC, N, [Na+], [Na+], O=C([O-])[O-], C1COCCO1. The product is CC(=O)Nc1nc(C)c(-c2ccc(S(N)(=O)=O)cc2)s1. RXN SMILES: [C:1]([CH3:2])(=[O:3])[NH:4][c:5]1[s:6][c:7](-[c:11]2[cH:12][cH:13][c:14]([S:17](=[O:18])(=[O:19])[Cl:20])[cH:15][cH:16]2)[c:8]([CH3:10])[n:9]1.[CH3:28][CH2:29][O:30][CH2:31][CH3:32].[NH3:27].[Na+:21].[Na+:22].[O-:23][C:24](=[O:25])[O-:26].[O:33]1[CH2:34][CH2:35][O:36][CH2:37][CH2:38]1>>[C:1]([CH3:2])(=[O:3])[NH:4][c:5]1[s:6][c:7](-[c:11]2[cH:12][cH:13][c:14]([S:17](=[O:18])(=[O:19])[NH2:27])[cH:15][cH:16]2)[c:8]([CH3:10])[n:9]1.